This data is from the Open Reaction Database (ORD), a public repository of structured organic reaction records. The task is: describe an organic reaction: reactants, conditions, products, and yield Reaction SMILES: Cl[C:2]1[C:7]([O:8][C:9]2[CH:14]=[CH:13][C:12]([F:15])=[CH:11][C:10]=2[F:16])=[CH:6][N:5]=[C:4]([CH2:17][S:18]([CH3:21])(=[O:20])=[O:19])[N:3]=1.[CH3:22][N:23]1[CH:28]=[C:27](B2OC(C)(C)C(C)(C)O2)[CH:26]=[C:25]([CH3:38])[C:24]1=[O:39]>>[F:16][C:10]1[CH:11]=[C:12]([F:15])[CH:13]=[CH:14][C:9]=1[O:8][C:7]1[C:2]([C:27]2[CH:26]=[C:25]([CH3:38])[C:24](=[O:39])[N:23]([CH3:22])[CH:28]=2)=[N:3][C:4]([CH2:17][S:18]([CH3:21])(=[O:20])=[O:19])=[N:5][CH:6]=1. The product is FC1=C(OC=2C(=NC(=NC2)CS(=O)(=O)C)C=2C=C(C(N(C2)C)=O)C)C=CC(=C1)F (5-[5-(2,4-difluorophenoxy)-2-(methylsulfonylmethyl)pyrimidin-4-yl]-1,3-dimethylpyridin-2-one). Reactants: ClC1=NC(=NC=C1OC1=C(C=C(C=C1)F)F)CS(=O)(=O)C (4-chloro-5-(2,4-difluorophenoxy)-2-(methylsulfonylmethyl)pyrimidine), CN1C(C(=CC(=C1)B1OC(C(O1)(C)C)(C)C)C)=O (1,3-dimethyl-5-(4,4,5,5-tetramethyl-1,3,2-dioxaborolan-2-yl)pyridin-2-one). Procedure details: The title compound of Example 146, step 2 was reacted with 1,3-dimethyl-5-(4,4,5,5-tetramethyl-1,3,2-dioxaborolan-2-yl)pyridin-2-one in a manner similar to Example 143, step 3 to give the title compound. 1H NMR (DMSO-d6, 400 MHz) δ 8.58 (d, J=2.0 Hz, 1H), 8.35 (s, 1H), 8.13 (s, 1H), 7.60-7.54 (m, 1H), 7.52-7.46 (m, 1H), 7.22-7.17 (m, 1H), 4.76 (s, 2H), 3.56 (s, 3H), 3.18 (s, 3H), 2.08 (s, 3H). LCMS: 422.1 (M+1)+ Reactants: O (water), FC1=NC(=CC2=CC=C(C(=C12)F)CCCCCCCC)C1=CC=C(C=C1)O (1,8-difluoro-3-(4-hydroxyphenyl)-7-octylisoquinoline), C(CCCCCCC)Br (1 -octyl bromide), [H-].[Na+] (sodium hydride). Solvent: CN(C)C=O (DMF). Reaction conditions: time 30 minute. Yields the product FC1=NC(=CC2=CC=C(C(=C12)F)CCCCCCCC)C1=CC=C(C=C1)OCCCCCCCC (1,8-difluoro-3-[4-(octyloxy)phenyl]-7-octylisoquinoline). Yield: 80.0%. As a reaction SMILES: [F:1][C:2]1[C:11]2[C:6](=[CH:7][CH:8]=[C:9]([CH2:13][CH2:14][CH2:15][CH2:16][CH2:17][CH2:18][CH2:19][CH3:20])[C:10]=2[F:12])[CH:5]=[C:4]([C:21]2[CH:26]=[CH:25][C:24]([OH:27])=[CH:23][CH:22]=2)[N:3]=1.[H-].[Na+].[CH2:30](Br)[CH2:31][CH2:32][CH2:33][CH2:34][CH2:35][CH2:36][CH3:37].O>CN(C=O)C>[F:1][C:2]1[C:11]2[C:6](=[CH:7][CH:8]=[C:9]([CH2:13][CH2:14][CH2:15][CH2:16][CH2:17][CH2:18][CH2:19][CH3:20])[C:10]=2[F:12])[CH:5]=[C:4]([C:21]2[CH:22]=[CH:23][C:24]([O:27][CH2:30][CH2:31][CH2:32][CH2:33][CH2:34][CH2:35][CH2:36][CH3:37])=[CH:25][CH:26]=2)[N:3]=1 |f:1.2|. Reported procedure: 10 mmol of 1,8-difluoro-3-(4-hydroxyphenyl)-7-octylisoquinoline are dissolved in 50 ml of DMF, and 11 mmol of sodium hydride are added. After the mixture has been stirred for 30 minutes, 11 mmol of 1 -octyl bromide are added dropwise, and the mixture is stirred at 60° C. for a further 140 minutes and poured into water. The mixture is extracted with dichloromethane, the combined organic phases are dried, the solvent is removed in vacuo and the residue is chromatographed on silica gel, giving 8 mm... Reactants: C1(=CC=CC=C1)CC(=O)N[C@@H]1C(N(C1)OCC1=CC=CC=C1)=O ((S)-3-[(phenylacetyl)amino]-1-[(phenylmethyl)oxy]-2-azetidinone), C[O-].[Li+] (lithium methoxide), P(=O)([O-])([O-])[O-].[K+].[K+].[K+] (potassium phosphate), ClOC(C)(C)C (t-butyl hypochlorite). The solvent is CO (methanol), O1CCCC1 (tetrahydrofuran). Conditions: temperature -78 celsius, time 5 minute. The product is COC1(C(N(C1)OCC1=CC=CC=C1)=O)NC(CC1=CC=CC=C1)=O (3-Methoxy-3-[(phenylacetyl)amino]-1-[(phenylmethyl)oxy]-2-azetidinone). Reaction SMILES: [C:1]1([CH2:7][C:8]([NH:10][C@H:11]2[CH2:14][N:13]([O:15][CH2:16][C:17]3[CH:22]=[CH:21][CH:20]=[CH:19][CH:18]=3)[C:12]2=[O:23])=[O:9])[CH:6]=[CH:5][CH:4]=[CH:3][CH:2]=1.C[O-].[Li+].Cl[O:28][C:29](C)(C)C.P([O-])([O-])([O-])=O.[K+].[K+].[K+]>CO.O1CCCC1>[CH3:29][O:28][C:11]1([NH:10][C:8](=[O:9])[CH2:7][C:1]2[CH:2]=[CH:3][CH:4]=[CH:5][CH:6]=2)[CH2:14][N:13]([O:15][CH2:16][C:17]2[CH:22]=[CH:21][CH:20]=[CH:19][CH:18]=2)[C:12]1=[O:23] |f:1.2,4.5.6.7|. Procedure details: To a solution of (S)-3-[(phenylacetyl)amino]-1-[(phenylmethyl)oxy]-2-azetidinone (1 mM; see example 4B) in freshly distilled tetrahydrofuran (10 ml) at -78° C. is added via syringe a solution of lithium methoxide (3 mM) in dry methanol (5 ml). After 5 minutes, t-butyl hypochlorite (130 μl) is added and the mixture is stirred at -78° C. for 30 minutes. The reaction mixture is poured into 0.5M monobasic potassium phosphate buffer and extracted with two 100 ml portions of methylene chloride. The co... Starting materials: C(=O)[O-].[NH4+] (ammonium formate), O1CCC(=CC1)C=1C(=NC=CN1)O[C@@H]1CC[C@H](CC1)NC=1SC2=C(N1)C=CC=C2 (N-(trans-4-(3-(3,6-dihydro-2H-pyran-4-yl)pyrazin-2-yloxy)cyclohexyl)benzo[d]thiazol-2-amine). Reagents/catalysts: [OH-].[OH-].[Pd+2] (palladium hydroxide on carbon). Run in CO (methanol). Run at temperature 65 celsius. Product: O1CCC(CC1)C=1C(=NC=CN1)O[C@@H]1CC[C@H](CC1)NC=1SC2=C(N1)C=CC=C2 (N-(trans-4-(3-(tetrahydro-2H-pyran-4-yl)pyrazin-2-yloxy)cyclohexyl)benzo[d]thiazol-2-amine). Isolated yield 14.0%. RXN SMILES: [O:1]1[CH2:6][CH:5]=[C:4]([C:7]2[C:8]([O:13][C@H:14]3[CH2:19][CH2:18][C@H:17]([NH:20][C:21]4[S:22][C:23]5[CH:29]=[CH:28][CH:27]=[CH:26][C:24]=5[N:25]=4)[CH2:16][CH2:15]3)=[N:9][CH:10]=[CH:11][N:12]=2)[CH2:3][CH2:2]1.C([O-])=O.[NH4+]>CO.[OH-].[OH-].[Pd+2]>[O:1]1[CH2:6][CH2:5][CH:4]([C:7]2[C:8]([O:13][C@H:14]3[CH2:15][CH2:16][C@H:17]([NH:20][C:21]4[S:22][C:23]5[CH:29]=[CH:28][CH:27]=[CH:26][C:24]=5[N:25]=4)[CH2:18][CH2:19]3)=[N:9][CH:10]=[CH:11][N:12]=2)[CH2:3][CH2:2]1 |f:1.2,4.5.6|. Procedure details: A mixture of N-(trans-4-(3-(3,6-dihydro-2H-pyran-4-yl)pyrazin-2-yloxy)cyclohexyl)benzo[d]thiazol-2-amine. As prepared in Example 30b, (0.22 g, 0.54 mmol), palladium hydroxide on carbon (20 wt % Pd dry basis, wet, Degussa type E101 NE/W) (0.60 g), and ammonium formate (0.51 g, 8.11 mmol) in methanol (3 mL) was heated to 65° C. for 12 h, then cooled to RT. The palladium was filtered off and the filtrate was concentrated in vacuo to give a white solid. This solid was partitioned between ethyl aceta... Starting materials: CCOCC, Cl, CC(C)(C)OC(=O)N1CCC(c2nc(CCc3ccccc3)cs2)CC1. Yields the product Cl, c1ccc(CCc2csc(C3CCNCC3)n2)cc1. As a reaction SMILES: [CH3:28][CH2:29][O:30][CH2:31][CH3:32].[ClH:1].[c:2]1([CH2:8][CH2:9][c:10]2[n:11][c:12]([CH:15]3[CH2:16][CH2:17][N:18]([C:21]([O:22][C:23]([CH3:24])([CH3:25])[CH3:26])=[O:27])[CH2:19][CH2:20]3)[s:13][cH:14]2)[cH:3][cH:4][cH:5][cH:6][cH:7]1>>[ClH:1].[c:2]1([CH2:8][CH2:9][c:10]2[n:11][c:12]([CH:15]3[CH2:16][CH2:17][NH:18][CH2:19][CH2:20]3)[s:13][cH:14]2)[cH:3][cH:4][cH:5][cH:6][cH:7]1. Starting materials: ClC=1C=C(C(=O)NC2=C(C(=CC=C2)[N+](=O)[O-])O)C=CC1 (N-(3-chlorobenzoyl)-2-hydroxy-3-nitroaniline), C1(=CC=C(C=C1)S(=O)(=O)O)C (p-toluenesulfonic acid), C1(=CC=CC=C1)OC1=CC=CC=C1 (diphenyl ether). Solvent: C(Cl)Cl (CH2Cl2). Run at temperature 190 celsius. The product is ClC=1C=C(C=CC1)C=1OC2=C(N1)C=CC=C2[N+](=O)[O-] (2-(3-Chlorophenyl)-7-nitrobenzoxazole). Yield: 102.7%. Reaction SMILES: [Cl:1][C:2]1[CH:3]=[C:4]([CH:18]=[CH:19][CH:20]=1)[C:5]([NH:7][C:8]1[CH:13]=[CH:12][CH:11]=[C:10]([N+:14]([O-:16])=[O:15])[C:9]=1[OH:17])=O.C1(C)C=CC(S(O)(=O)=O)=CC=1.C1(OC2C=CC=CC=2)C=CC=CC=1>C(Cl)Cl>[Cl:1][C:2]1[CH:3]=[C:4]([C:5]2[O:17][C:9]3[C:10]([N+:14]([O-:16])=[O:15])=[CH:11][CH:12]=[CH:13][C:8]=3[N:7]=2)[CH:18]=[CH:19][CH:20]=1. Procedure: A stirred suspension of N-(3-chlorobenzoyl)-2-hydroxy-3-nitroaniline (4.5 g, 0.0117 mol), p-toluenesulfonic acid (0.30 g) and 50 ml of diphenyl ether were heated at 190° C. for 1 hour. The dark reaction mixture was dissolved in 100 ml CH2Cl2 and washed with saturated sodium bicarbonate and then water. The CH2Cl2 was evaporated and hexane was added, causing a brown solid to separate. The dark solid was filtered, dissolved in 75% CH2Cl2 in hexane and washed onto a silica gel column. Elution with t...